From a dataset of the Open Reaction Database (ORD), a public repository of structured organic reaction records. describe an organic reaction: reactants, conditions, products, and yield Starting materials: CI, CS(C)=O, Nc1cc2nc[nH]c(=S)c2cn1. Product: CSc1ncnc2cc(N)ncc12. RXN SMILES: [CH3:13][I:14].[CH3:15][S:16]([CH3:17])=[O:18].[NH2:1][c:2]1[cH:3][c:4]2[n:5][cH:6][nH:7][c:8](=[S:12])[c:9]2[cH:10][n:11]1>>[NH2:1][c:2]1[cH:3][c:4]2[n:5][cH:6][n:7][c:8]([S:12][CH3:13])[c:9]2[cH:10][n:11]1.